This data is from the Open Reaction Database (ORD), a public repository of structured organic reaction records. The task is: describe an organic reaction: reactants, conditions, products, and yield Reactants: N([C@@H](CC(N)=O)C(=O)N[C@@H](CC(C)C)C(=O)OCC)C(=O)OC(C)(C)C (Boc-Asn-Leu-OEt), N(CCC(=O)ON1C(=O)CCC1=O)C(=O)OC(C)(C)C (Boc-β-Ala-OSu). The product is N(CCC(=O)N[C@@H](CC(N)=O)C(=O)N[C@@H](CC(C)C)C(=O)OCC)C(=O)OC(C)(C)C (Boc-β-Ala-Asn-Leu-OEt). Isolated yield 70.7%. RXN SMILES: [NH:1]([C:20]([O:22]C(C)(C)C)=O)[C@H:2]([C:7]([NH:9][C@H:10]([C:15]([O:17][CH2:18][CH3:19])=[O:16])[CH2:11][CH:12]([CH3:14])[CH3:13])=[O:8])[CH2:3][C:4](=[O:6])[NH2:5].[NH:27]([C:40]([O:42][C:43]([CH3:46])([CH3:45])[CH3:44])=[O:41])[CH2:28][CH2:29]C(ON1C(=O)CCC1=O)=O>>[NH:27]([C:40]([O:42][C:43]([CH3:46])([CH3:45])[CH3:44])=[O:41])[CH2:28][CH2:29][C:20]([NH:1][C@H:2]([C:7]([NH:9][C@H:10]([C:15]([O:17][CH2:18][CH3:19])=[O:16])[CH2:11][CH:12]([CH3:13])[CH3:14])=[O:8])[CH2:3][C:4](=[O:6])[NH2:5])=[O:22]. Procedure details: Using 5.60 g of Boc-Asn-Leu-OEt and 5.60 g of Boc-β-Ala-OSu, the same procedure as in Reference Example 35 was repeated to obtain 4.71 g (yield: 70.6%) of the above objective compound having a melting point of 148°-153° C. The reactants are NCCCCCCCCC#N (9-aminononanenitrile), ClC1=CC=C(C=C1)S(=O)(=O)Cl (4-chlorobenzenesulphonyl chloride). The solvent is N1=CC=CC=C1 (pyridine). Run at time 18 hour. Product: ClC1=CC=C(C=C1)S(=O)(=O)NCCCCCCCCC#N (9-(4-Chlorobenzenesulphonamido)nonanenitrile). The yield is 16.4%. RXN SMILES: [NH2:1][CH2:2][CH2:3][CH2:4][CH2:5][CH2:6][CH2:7][CH2:8][CH2:9][C:10]#[N:11].[Cl:12][C:13]1[CH:18]=[CH:17][C:16]([S:19](Cl)(=[O:21])=[O:20])=[CH:15][CH:14]=1>N1C=CC=CC=1>[Cl:12][C:13]1[CH:18]=[CH:17][C:16]([S:19]([NH:11][CH2:10][CH2:9][CH2:8][CH2:7][CH2:6][CH2:5][CH2:4][CH2:3][C:2]#[N:1])(=[O:21])=[O:20])=[CH:15][CH:14]=1. Procedure details: A solution of 9-aminononanenitrile (2.0 g) in pyridine (60 ml) was treated with 4-chlorobenzenesulphonyl chloride (2.74 g) in portions. The solution was stirred for 18 hours then the solvent was removed in vacuo. The residue was dissolved in dilute hydrochloric acid and extracted with chloroform. The chloroform extract was dried over magnesium sulphate, the solvent was removed and the residue was chromatographed on silica gel eluted with chloroform to give the title compound (0.7 g) as a low mel... Reactants: C(C=C)[C@@]1(C(N([C@@H]([C@H](C1)C1=CC(=CC=C1)Cl)C1=CC=C(C=C1)Cl)[C@H](CNC)CC)=O)C ((3S,5R,6S)-3-allyl-5-(3-chlorophenyl)-6-(4-chlorophenyl)-3-methyl-1-((S)-1-(methylamino)butan-2-yl)piperidin-2-one), CS(=O)(=O)Cl (methanesulfonyl chloride), N1=CC=CC=C1 (pyridine), C(CC(O)(C(=O)O)CC(=O)O)(=O)O (citric acid). Solvent: CN(C)C=O (DMF). Reaction conditions: temperature 25 celsius, time 8 hour. The product is C(C=C)[C@@]1(C(N([C@@H]([C@H](C1)C1=CC(=CC=C1)Cl)C1=CC=C(C=C1)Cl)[C@H](CN(S(=O)(=O)C)C)CC)=O)C (N-((S)-2-((3S,5R,6S)-3-allyl-5-(3-chlorophenyl)-6-(4-chlorophenyl)-3-methyl-2-oxopiperidin-1-yl)butyl)-N-methylmethanesulfonamide). RXN SMILES: [CH2:1]([C@@:4]1([CH3:31])[CH2:9][C@H:8]([C:10]2[CH:15]=[CH:14][CH:13]=[C:12]([Cl:16])[CH:11]=2)[C@@H:7]([C:17]2[CH:22]=[CH:21][C:20]([Cl:23])=[CH:19][CH:18]=2)[N:6]([C@@H:24]([CH2:28][CH3:29])[CH2:25][NH:26][CH3:27])[C:5]1=[O:30])[CH:2]=[CH2:3].[CH3:32][S:33](Cl)(=[O:35])=[O:34].N1C=CC=CC=1.C(O)(=O)CC(CC(O)=O)(C(O)=O)O>CN(C=O)C>[CH2:1]([C@@:4]1([CH3:31])[CH2:9][C@H:8]([C:10]2[CH:15]=[CH:14][CH:13]=[C:12]([Cl:16])[CH:11]=2)[C@@H:7]([C:17]2[CH:18]=[CH:19][C:20]([Cl:23])=[CH:21][CH:22]=2)[N:6]([C@@H:24]([CH2:28][CH3:29])[CH2:25][N:26]([CH3:27])[S:33]([CH3:32])(=[O:35])=[O:34])[C:5]1=[O:30])[CH:2]=[CH2:3]. Procedure: To a solution of (3S,5R,6S)-3-allyl-5-(3-chlorophenyl)-6-(4-chlorophenyl)-3-methyl-1-((S)-1-(methylamino)butan-2-yl)piperidin-2-one (72 mg, 0.16 mmol; Example 134 Step A) in DMF (0.40 mL) was added methanesulfonyl chloride (61 μL, 0.79 mmol) and pyridine (76 μL, 0.95 mmol) successively at 0° C. After being stirred at 25° C. for overnight, the reaction was acidified (10% citric acid) and extracted (2×EtOAc). The combined organic layers were washed (sat. aq. NaCl solution), dried (Na2SO4), and con... Reactants: C12(CC3CC(CC(C1)C3)C2)COC2=NC=C(C(=O)O)C=C2C2CC2 (6-(adamantan-1-ylmethoxy)-5-cyclopropylnicotinic acid), N1(CCC1)S(=O)(=O)N (azetidine-1-sulfonamide), [C@H]12[C@@H](C[C@H](CC1)C2)OC2=CC(=C(C(=O)O)C=C2C2CC2)F (4-((1S,2R,4R)-bicyclo[2.2.1]heptan-2-yloxy)-5-cyclopropyl-2-fluorobenzoic acid), COCCS(=O)(=O)N (2-methoxyethanesulfonamide). Product: N1(CCC1)S(=O)(=O)NC(C1=C(C=C(C(=C1)C1CC1)O[C@H]1[C@H]2CC[C@@H](C1)C2)F)=O (N-(azetidin-1-ylsulfonyl)-4-((1S,2R,4R)-bicyclo[2.2.1]heptan-2-yloxy)-5-cyclopropyl-2-fluorobenzamide). The yield is 79.0%. RXN SMILES: C12(COC3C(C4CC4)=CC(C(O)=O)=CN=3)CC3CC(CC(C3)C1)C2.[C@@H:25]12[CH2:31][C@@H:28]([CH2:29][CH2:30]1)[CH2:27][C@H:26]2[O:32][C:33]1[C:41]([CH:42]2[CH2:44][CH2:43]2)=[CH:40][C:36]([C:37]([OH:39])=O)=[C:35]([F:45])[CH:34]=1.COCCS(N)(=O)=O.[N:54]1([S:58]([NH2:61])(=[O:60])=[O:59])[CH2:57][CH2:56][CH2:55]1>>[N:54]1([S:58]([NH:61][C:37](=[O:39])[C:36]2[CH:40]=[C:41]([CH:42]3[CH2:43][CH2:44]3)[C:33]([O:32][C@@H:26]3[CH2:27][C@H:28]4[CH2:31][C@@H:25]3[CH2:30][CH2:29]4)=[CH:34][C:35]=2[F:45])(=[O:60])=[O:59])[CH2:57][CH2:56][CH2:55]1. Reported procedure: Following the procedure as described in Example 271 and making variations as required to replace 6-(adamantan-1-ylmethoxy)-5-cyclopropylnicotinic acid with 4-((1S,2R,4R)-bicyclo[2.2.1]heptan-2-yloxy)-5-cyclopropyl-2-fluorobenzoic acid and to replace 2-methoxyethanesulfonamide with azetidine-1-sulfonamide. Purification by silica gel column chromatography (2:1 hexanes:ethyl acetate (+0.2% acetic acid v/v)) gave the title compound as a colorless solid (0.11 g, 79%): 1H NMR (300 MHz, DMSO-d6) δ 11.5...